This data is from the Open Reaction Database (ORD), a public repository of structured organic reaction records. The task is: describe an organic reaction: reactants, conditions, products, and yield Reactants: S(=O)(=O)(O)OC=1C(O)=CC=CC1 (catechol sulphate), C1(CCC1)N (cyclobutylamine), TEA. The solvent is C(Cl)Cl (DCM), CN(C)C=O (DMF). Reaction conditions: time 3 hour. Yields the product OC1=C(C=CC=C1)OS(NC1CCC1)(=O)=O (Cyclobutyl-sulfamic acid 2-hydroxy-phenyl ester). As a reaction SMILES: [S:1]([O:5][C:6]1[C:7](=[CH:9][CH:10]=[CH:11][CH:12]=1)[OH:8])([OH:4])(=[O:3])=O.[CH:13]1([NH2:17])[CH2:16][CH2:15][CH2:14]1>C(Cl)Cl.CN(C=O)C>[OH:8][C:7]1[CH:9]=[CH:10][CH:11]=[CH:12][C:6]=1[O:5][S:1](=[O:3])(=[O:4])[NH:17][CH:13]1[CH2:16][CH2:15][CH2:14]1. Procedure: Cyclobutyl-sulfamic acid 2-hydroxy-phenyl ester was prepared by adding a solution of catechol sulphate (1.32 g, 7.7 mmol) in DCM (2 ml) to a stirred solution of cyclobutylamine (600 μl, 7.0 mmol) and TEA (1.07 ml, 7.7 mmol) in DMF at 0° C., and stirring for 3 hours at this temperature. The mixture was quenched with 1M HCl (50 ml) and extracted with diethyl ether. The organic extract was washed with water, brine, dried and concentrated to dryness. Quantitative yield. Starting materials: CN1C(C2=C(NC3=C1C=CC=C3)N=CC=C2)=O (6,11-dihydro-6-methyl-5H-pyrido[2,3-b][1,5]benzodiazepin-5-one), CN1C(C2=C(N(C3=C1C=CC=C3)CCOC3OCCCC3)N=CC=C2)=O (6,11-dihydro-6-methyl-11-[2-[(2-tetrahydropyranyl)oxy]ethyl]-5H-pyrido-[2,3-b][1,5]benzodiazepin-5-one), ClCCOC1OCCCC1 (1-chloro-2-[(2-tetrahydropyranyl)-oxy]-ethane). Yields the product OCCN1C2=C(C(N(C3=C1C=CC=C3)C)=O)C=CC=N2 (6,11-Dihydro-11-(2-hydroxyethyl)-6-methyl-5H-pyrido[2,3-b][1,5]benzodiazepin-5-one). Reaction SMILES: CN1C2C=CC=CC=2NC2N=CC=CC=2C1=O.[CH3:18][N:19]1[C:25]2[CH:26]=[CH:27][CH:28]=[CH:29][C:24]=2[N:23]([CH2:30][CH2:31][O:32]C2CCCCO2)[C:22]2[N:39]=[CH:40][CH:41]=[CH:42][C:21]=2[C:20]1=[O:43].ClCCOC1CCCCO1>>[OH:32][CH2:31][CH2:30][N:23]1[C:24]2[CH:29]=[CH:28][CH:27]=[CH:26][C:25]=2[N:19]([CH3:18])[C:20](=[O:43])[C:21]2[CH:42]=[CH:41][CH:40]=[N:39][C:22]1=2. Procedure details: Using a procedure analogous to that described in Example 2, 22.52 g (0.1 mol) of 6,11-dihydro-6-methyl-5H-pyrido[2,3-b][1,5]benzodiazepin-5-one were convened to 6,11-dihydro-6-methyl-11-[2-[(2-tetrahydropyranyl)oxy]ethyl]-5H-pyrido-[2,3-b][1,5]benzodiazepin-5-one by reaction with 21.8 g (0.132 mol) of 1-chloro-2-[(2-tetrahydropyranyl)-oxy]-ethane. The raw material thus obtained was dissolved in a mixture of 500 ml ethanol and 100 ml of concentrated aqueous hydrochloric acid. After having been re... Starting materials: CCN(CC)C(=O)c1ccc(NC(C)CN(C)C)c([N+](=O)[O-])c1, CCOC(C)=O. Product: CCN(CC)C(=O)c1ccc(NC(C)CN(C)C)c(N)c1. As a reaction SMILES: [CH3:1][N:2]([CH2:3][CH:4]([CH3:5])[NH:6][c:7]1[c:8]([N+:20]([O-:21])=[O:22])[cH:9][c:10]([C:11](=[O:12])[N:13]([CH2:14][CH3:15])[CH2:16][CH3:17])[cH:18][cH:19]1)[CH3:23].[CH3:24][CH2:25][O:26][C:27]([CH3:28])=[O:29]>>[CH3:1][N:2]([CH2:3][CH:4]([CH3:5])[NH:6][c:7]1[c:8]([NH2:20])[cH:9][c:10]([C:11](=[O:12])[N:13]([CH2:14][CH3:15])[CH2:16][CH3:17])[cH:18][cH:19]1)[CH3:23]. Reactants: C1(=CC=CC=C1)P(C1=CC=CC=C1)C1=CC=CC=C1 (triphenylphosphine), C(Br)(Br)(Br)Br (carbon tetrabromide), ClC1=CC=C(C(=C1C(=O)C1=CC=CC=C1)F)C(CC)O ([6-Chloro-2-fluoro-3-(1-hydroxy-propyl)-phenyl]-phenyl-methanone). The solvent is C(Cl)Cl (DCM). Reaction conditions: time 8 hour. Yields the product BrC(CC)C=1C(=C(C(=CC1)Cl)C(=O)C1=CC=CC=C1)F ([3-(1-Bromo-propyl)-6-chloro-2-fluoro-phenyl]-phenyl-methanone). Isolated yield 70.3%. Reaction SMILES: [Cl:1][C:2]1[C:7]([C:8]([C:10]2[CH:15]=[CH:14][CH:13]=[CH:12][CH:11]=2)=[O:9])=[C:6]([F:16])[C:5]([CH:17](O)[CH2:18][CH3:19])=[CH:4][CH:3]=1.C1(P(C2C=CC=CC=2)C2C=CC=CC=2)C=CC=CC=1.C(Br)(Br)(Br)[Br:41]>C(Cl)Cl>[Br:41][CH:17]([C:5]1[C:6]([F:16])=[C:7]([C:8]([C:10]2[CH:15]=[CH:14][CH:13]=[CH:12][CH:11]=2)=[O:9])[C:2]([Cl:1])=[CH:3][CH:4]=1)[CH2:18][CH3:19]. Reported procedure: Step 2 [6-Chloro-2-fluoro-3-(1-hydroxy-propyl)-phenyl]-phenyl-methanone (760 mg; 2.6 mmol) was dissolved in DCM (20 ml), treated with triphenylphosphine (1.095 g; 1.6 equiv.) and carbon tetrabromide (1.275 g; 1.5 equiv.) and stirred at room temperature overnight. The reaction mixture was evaporated then purified by flash column chromatography eluting with 0 to 20% EtOAc/petroleum ether. Product containing fractions were combined and evaporated to give 650 mg of [3-(1-Bromo-propyl)-6-chloro-2-flu... Conditions: time 10 minute. Procedure: A solution of 3.8 g of methylene-6,7-dioxo-3,3-dimethyl-4-thia-1-azabicyclo[3.2.0]heptane-2-carboxylate pivalate in 100 ml of benzene is treated at 20° with 3.5 g of formylmethylenetriphenylphosphorane. After 10 minutes, the reaction mixture is evaporated. The residue is chromatographed on silica gel while eluting with n-hexane/ethyl acetate (8:2). There are obtained methylene-(2S,5R)-6-[(E)-formylmethylene]-3,3-dimethyl-7-oxo-4-thia-1-azabicyclo[3.2.0]heptane-2-carboxylate pivalate [Rf: 0.27; c... The reactants are C(C(C)(C)C)(=O)O.C=S1C(C(N2C(C(C12)=O)=O)C(=O)O)(C)C (methylene-6,7-dioxo-3,3-dimethyl-4-thia-1-azabicyclo[3.2.0]heptane-2-carboxylate pivalate), C(=O)C=P(C1=CC=CC=C1)(C1=CC=CC=C1)C1=CC=CC=C1 (formylmethylenetriphenylphosphorane). The solvent is C1=CC=CC=C1 (benzene). RXN SMILES: [C:1]([OH:7])(=[O:6])[C:2]([CH3:5])([CH3:4])[CH3:3].[CH2:8]=[S:9]1[CH:15]2[N:12]([C:13](=[O:17])[C:14]2=O)[CH:11]([C:18]([OH:20])=[O:19])[C:10]1([CH3:22])[CH3:21].[CH:23]([CH:25]=P(C1C=CC=CC=1)(C1C=CC=CC=1)C1C=CC=CC=1)=[O:24]>C1C=CC=CC=1>[C:1]([OH:7])(=[O:6])[C:2]([CH3:5])([CH3:4])[CH3:3].[CH2:8]=[S:9]1[C@H:15]2[N:12]([C:13](=[O:17])/[C:14]/2=[CH:25]\[CH:23]=[O:24])[C@@H:11]([C:18]([OH:20])=[O:19])[C:10]1([CH3:22])[CH3:21].[C:1]([OH:7])(=[O:6])[C:2]([CH3:5])([CH3:4])[CH3:3].[CH2:8]=[S:9]1[C@H:15]2[N:12]([C:13](=[O:17])/[C:14]/2=[CH:2]/[CH:1]=[O:6])[C@@H:11]([C:18]([OH:20])=[O:19])[C:10]1([CH3:22])[CH3:21] |f:0.1,4.5,6.7|. The product is C(C(C)(C)C)(=O)O.C=S1C([C@@H](N2C(\C(\[C@@H]12)=C/C=O)=O)C(=O)O)(C)C (methylene-(2S,5R)-6-[(E)-formylmethylene]-3,3-dimethyl-7-oxo-4-thia-1-azabicyclo[3.2.0]heptane-2-carboxylate pivalate), C(C(C)(C)C)(=O)O.C=S1C([C@@H](N2C(/C(/[C@@H]12)=C/C=O)=O)C(=O)O)(C)C (methylene-(2S,5R)-6-[(Z)-formylmethylene]-3,3-dimethyl-7-oxo-4-thia-1-azabicyclo[3.2.0]heptane-2-carboxylate pivalate). Reported procedure: Using General Method 1, the reaction of 2.5 M solution of n-BuLi in hexanes (21 mL, 53 mmol), diisopropylamine (7.2 mL, 51 mmol), 2-fluoro-aniline (1.6 mL, 17 mmol), and 2,4,5-trifluorobenzoic acid (3.0 g, 17 mmol) provided 4.08 g of the crude title compound. Reactants: solution, [Li]CCCC (n-BuLi), hexanes, C(C)(C)NC(C)C (diisopropylamine), FC1=C(N)C=CC=C1 (2-fluoro-aniline), FC1=C(C(=O)O)C=C(C(=C1)F)F (2,4,5-trifluorobenzoic acid). Yields the product FC1=C(NC2=C(C(=O)O)C=C(C(=C2)F)F)C=CC=C1 (2-(2-Fluoro-anilino)-4,5-difluoro-benzoic Acid). The yield is 89.8%. RXN SMILES: [Li]CCCC.C(NC(C)C)(C)C.[F:13][C:14]1[CH:20]=[CH:19][CH:18]=[CH:17][C:15]=1[NH2:16].F[C:22]1[CH:30]=[C:29]([F:31])[C:28]([F:32])=[CH:27][C:23]=1[C:24]([OH:26])=[O:25]>>[F:13][C:14]1[CH:20]=[CH:19][CH:18]=[CH:17][C:15]=1[NH:16][C:22]1[CH:30]=[C:29]([F:31])[C:28]([F:32])=[CH:27][C:23]=1[C:24]([OH:26])=[O:25]. Reactants: CC1CO1, C1CCOC1, CC(C)[N-]C(C)C, Clc1cccc(Br)c1, [Li+]. Yields the product CC(O)Cc1c(Cl)cccc1Br. Reaction SMILES: [CH2:17]1[CH:18]([CH3:19])[O:20]1.[CH2:21]1[O:22][CH2:23][CH2:24][CH2:25]1.[CH3:2][CH:3]([N-:4][CH:5]([CH3:6])[CH3:7])[CH3:8].[Cl:9][c:10]1[cH:11][c:12]([Br:16])[cH:13][cH:14][cH:15]1.[Li+:1]>>[Cl:9][c:10]1[c:11]([CH2:17][CH:18]([CH3:19])[OH:20])[c:12]([Br:16])[cH:13][cH:14][cH:15]1. Starting materials: C(C)(=O)NC1=CC=C(C=C1)C1=C(N=C2SCCN21)C2=CC=C(C=C2)NC(C)=O (5,6-bis-(p-acetamidophenyl)-2,3-dihydroimidazo[2,1-b]thiazole), Cl (hydrochloric acid), [OH-].[Na+] (sodium hydroxide). Reaction conditions: time 1.75 hour. Product: NC1=CC=C(C=C1)C1=C(N=C2SCCN21)C2=CC=C(C=C2)N (5,6-bis(p-aminophenyl)-2,3-dihydroimidazo[2,1-b]thiazole). Reaction SMILES: C([NH:4][C:5]1[CH:10]=[CH:9][C:8]([C:11]2[N:18]3[C:14]([S:15][CH2:16][CH2:17]3)=[N:13][C:12]=2[C:19]2[CH:24]=[CH:23][C:22]([NH:25]C(=O)C)=[CH:21][CH:20]=2)=[CH:7][CH:6]=1)(=O)C.Cl.[OH-].[Na+]>>[NH2:4][C:5]1[CH:6]=[CH:7][C:8]([C:11]2[N:18]3[C:14]([S:15][CH2:16][CH2:17]3)=[N:13][C:12]=2[C:19]2[CH:24]=[CH:23][C:22]([NH2:25])=[CH:21][CH:20]=2)=[CH:9][CH:10]=1 |f:2.3|. Procedure details: A suspension of 25 g. (0.064 mole) of 5,6-bis-(p-acetamidophenyl)-2,3-dihydroimidazo[2,1-b]thiazole, prepared as in Example 22, in 250 ml. of 6 N hydrochloric acid was refluxed with stirring under nitrogen for 1.75 hours. This solution was chilled, made alkaline with 10% aqueous sodium hydroxide and filtered. The precipitate was washed with a small amount of acetonitrile and recrystallized from acetonitrile with charcoal to give 5,6-bis(p-aminophenyl)-2,3-dihydroimidazo[2,1-b]thiazole, m.p. 205°... Reactants: CC(C)OC(=O)/N=N/C(=O)OC(C)C (DIAD), C(C)(C)N1N=CN=C1C1=CN2CCOC3=C(C2=N1)C=CC(=C3)O (2-(2-isopropyl-2H-[1,2,4]triazol-3-yl)-4,5-dihydro-6-oxa-1,3a-diazabenzo[e]azulen-8-ol), C(C1=CC=CC=C1)OC(=O)N1CCC(CC1)C(C)O (4-(1-hydroxyethyl)piperidine-1-carboxylic acid benzyl ester), C1=CC=C(C=C1)P(C2=CC=CC=C2)C3=CC=CC=C3 (PPh3). Solvent: O1CCOCC1 (dioxane). Reaction conditions: time 1 hour. Product: C(C1=CC=CC=C1)OC(=O)N1CCC(CC1)C(C)OC1=CC2=C(C3=NC(=CN3CCO2)C=2N(N=CN2)C(C)C)C=C1 (4-{1-[2-(2-Isopropyl-2H-[1,2,4]triazol-3-yl)-4,5-dihydro-6-oxa-1,3a-diazabenzo[e]azulen-8-yloxy]ethyl}piperidine-1-carboxylic acid benzyl ester). Yield: 62.4%. RXN SMILES: [CH:1]([N:4]1[C:8]([C:9]2[N:18]=[C:17]3[N:11]([CH2:12][CH2:13][O:14][C:15]4[CH:22]=[C:21]([OH:23])[CH:20]=[CH:19][C:16]=43)[CH:10]=2)=[N:7][CH:6]=[N:5]1)([CH3:3])[CH3:2].[CH2:24]([O:31][C:32]([N:34]1[CH2:39][CH2:38][CH:37]([CH:40](O)[CH3:41])[CH2:36][CH2:35]1)=[O:33])[C:25]1[CH:30]=[CH:29][CH:28]=[CH:27][CH:26]=1.C1C=CC(P(C2C=CC=CC=2)C2C=CC=CC=2)=CC=1.CC(OC(/N=N/C(OC(C)C)=O)=O)C>O1CCOCC1>[CH2:24]([O:31][C:32]([N:34]1[CH2:39][CH2:38][CH:37]([CH:40]([O:23][C:21]2[CH:20]=[CH:19][C:16]3[C:17]4[N:11]([CH2:12][CH2:13][O:14][C:15]=3[CH:22]=2)[CH:10]=[C:9]([C:8]2[N:4]([CH:1]([CH3:3])[CH3:2])[N:5]=[CH:6][N:7]=2)[N:18]=4)[CH3:41])[CH2:36][CH2:35]1)=[O:33])[C:25]1[CH:26]=[CH:27][CH:28]=[CH:29][CH:30]=1. Procedure details: To a suspension of 2-(2-isopropyl-2H-[1,2,4]triazol-3-yl)-4,5-dihydro-6-oxa-1,3a-diazabenzo[e]azulen-8-ol (250 mg, 0.80 mmol), 4-(1-hydroxyethyl)piperidine-1-carboxylic acid benzyl ester (233 mg, 0.88 mmol) and PPh3 (316 mg, 1.20 mmol) in dioxane (5 mL) was added DIAD (237 μL, 1.20 mmol) and the resulting yellow solution stirred at RT for 1 h. The reaction mixture was concentrated in vacuo and purified by column chromatography (Si-PCC, gradient 0-10% MeOH in TBME). The resulting residue was diss... Reactants: CCO, [Cl-], CC1(C)N=C(c2ccc(F)cc2)c2ccc([N+](=O)[O-])cc2O1, [Fe], [NH4+], O. Yields the product CC1(C)N=C(c2ccc(F)cc2)c2ccc(N)cc2O1. RXN SMILES: [CH3:25][CH2:26][OH:27].[Cl-:23].[F:1][c:2]1[cH:3][cH:4][c:5]([C:8]2=[N:9][C:10]([CH3:21])([CH3:22])[O:11][c:12]3[c:13]2[cH:14][cH:15][c:16]([N+:18]([O-:19])=[O:20])[cH:17]3)[cH:6][cH:7]1.[Fe:28].[NH4+:24].[OH2:29]>>[F:1][c:2]1[cH:3][cH:4][c:5]([C:8]2=[N:9][C:10]([CH3:21])([CH3:22])[O:11][c:12]3[c:13]2[cH:14][cH:15][c:16]([NH2:18])[cH:17]3)[cH:6][cH:7]1.